Task: describe an organic reaction: reactants, conditions, products, and yield. Dataset: the Open Reaction Database (ORD), a public repository of structured organic reaction records Reactants: CC1=CC=C(C=C1)C1=[N+](C(=CC=C1)C)[O-] (2-(4-methylphenyl)-6-methylpyridine-N-oxide), P(=O)(Cl)(Cl)Cl (phosphorus oxychloride). The solvent is C(Cl)(Cl)Cl (chloroform), C(Cl)(Cl)Cl (chloroform), C(C)N(CC)CC (triethylamine), C(Cl)(Cl)Cl (chloroform). Conditions: time 15 minute. Yields the product CC1=CC=C(C=C1)C1=NC(=CC=C1)CCl (2-(4- methylphenyl)-6-chloromethylpyridine). RXN SMILES: [CH3:1][C:2]1[CH:7]=[CH:6][C:5]([C:8]2[CH:13]=[CH:12][CH:11]=[C:10]([CH3:14])[N+:9]=2[O-])=[CH:4][CH:3]=1.P(Cl)(Cl)([Cl:18])=O>C(Cl)(Cl)Cl.C(N(CC)CC)C>[CH3:1][C:2]1[CH:7]=[CH:6][C:5]([C:8]2[CH:13]=[CH:12][CH:11]=[C:10]([CH2:14][Cl:18])[N:9]=2)=[CH:4][CH:3]=1. Reported procedure: To a solution of 2-(4-methylphenyl)-6-methylpyridine-N-oxide (2.8 g) in 1.0 ml of chloroform was added simultaneously phosphorus oxychloride (1.48 ml) in 10 ml of chloroform and triethylamine (2.22 ml) in 10 ml of chloroform, over a period of 15 minutes. An exothermic reaction took place initially, and then the mixture was refluxed for a further 30 minutes. The mixture was then cooled, washed with ice-water, the solvent evaporated under reduced pressure, and the residue flash-chromatographed on ... Reactants: C#CCC (butyne), BrC1=C(C=C(C=C1)F)OCOC (1-Bromo-4-fluoro-2-methoxymethoxy-benzene). Reagents/catalysts: [Cu]I (CuI), Cl[Pd]([P](C1=CC=CC=C1)(C2=CC=CC=C2)C3=CC=CC=C3)([P](C4=CC=CC=C4)(C5=CC=CC=C5)C6=CC=CC=C6)Cl (PdCl2(PPh3)2). The solvent is CCOCC (ether), C(C)NCC (diethylamine). Conditions: temperature 70 celsius. Yields the product C(#CCC)C1=C(C=C(C=C1)F)OCOC (1-But-1-ynyl-4-fluoro-2-methoxymethoxy-benzene). Yield: 91.0%. As a reaction SMILES: Br[C:2]1[CH:7]=[CH:6][C:5]([F:8])=[CH:4][C:3]=1[O:9][CH2:10][O:11][CH3:12].[CH:13]#[C:14][CH2:15][CH3:16]>C(NCC)C.CCOCC.[Cu]I.Cl[Pd](Cl)([P](C1C=CC=CC=1)(C1C=CC=CC=1)C1C=CC=CC=1)[P](C1C=CC=CC=1)(C1C=CC=CC=1)C1C=CC=CC=1>[C:13]([C:2]1[CH:7]=[CH:6][C:5]([F:8])=[CH:4][C:3]=1[O:9][CH2:10][O:11][CH3:12])#[C:14][CH2:15][CH3:16] |^1:31,50|. Procedure: 1-Bromo-4-fluoro-2-methoxymethoxy-benzene (7.6 g, 32 mmol) is placed in a pressure flask, dissolved in diethylamine (65 mL) and degassed with nitrogen for 15 min. An excess of butyne is bubbled through the solution, CuI (1.9 g, 10 mmol) and PdCl2(PPh3)2 (2.3 g, 3.3 mmol) are added, and the flask is heated to 70° C. for 44 h. The mixture is diluted with ether, then washed with saturated aqueous NH4Cl and brine. The organic portion is dried over MgSO4, filtered, and concentrated under reduced pres... Starting materials: C(C)C=1C=C(C=C(C1OCCCCOCC=C(Cl)Cl)CC)O (3,5-diethyl-4-(4-(3,3-dichloro-2-propenyloxy)butyloxy)phenol), ClC(=CCCl)Cl (1,1,3-trichloro-1-propene), C([O-])([O-])=O.[K+].[K+] (potassium carbonate), CN(C=O)C (N,N-dimethylformamide). The solvent is O (water). Reaction conditions: time 24 hour. Product: C(C)C=1C=C(C=C(C1OCCCCOCC=C(Cl)Cl)CC)OCC=C(Cl)Cl (3,5-diethyl-1-(3,3-dichloro-2-propenyloxy)-4-(4-(3,3-dichloro-2-propenyloxy)butyloxy)benzene). Isolated yield 71.8%. Reaction SMILES: [CH2:1]([C:3]1[CH:4]=[C:5]([OH:22])[CH:6]=[C:7]([CH2:20][CH3:21])[C:8]=1[O:9][CH2:10][CH2:11][CH2:12][CH2:13][O:14][CH2:15][CH:16]=[C:17]([Cl:19])[Cl:18])[CH3:2].[Cl:23][C:24]([Cl:28])=[CH:25][CH2:26]Cl.C(=O)([O-])[O-].[K+].[K+].CN(C)C=O>O>[CH2:20]([C:7]1[CH:6]=[C:5]([O:22][CH2:26][CH:25]=[C:24]([Cl:28])[Cl:23])[CH:4]=[C:3]([CH2:1][CH3:2])[C:8]=1[O:9][CH2:10][CH2:11][CH2:12][CH2:13][O:14][CH2:15][CH:16]=[C:17]([Cl:19])[Cl:18])[CH3:21] |f:2.3.4|. Reported procedure: A reaction vessel was charged with 0.35 g of 3,5-diethyl-4-(4-(3,3-dichloro-2-propenyloxy)butyloxy)phenol, 0.16 g of 1,1,3-trichloro-1-propene, 0.15 g of potassium carbonate and 10 ml of N,N-dimethylformamide. After stirring at room temperature for 24 hours, the reaction mixture was poured into water and extracted twice with 50 ml of diethyl ether. The diethyl ether layers were combined, washed with water, dried over magnesium sulfate and then concentrated. The residue was subjected to silica ge...